From a dataset of the Open Reaction Database (ORD), a public repository of structured organic reaction records. describe an organic reaction: reactants, conditions, products, and yield The reactants are C(C)(C)(C)OC(=O)N1CC=2N(CC1)N=C(N2)C(F)(F)F (7-N-(tert-Butoxycarbonyl)-2-(trifluoromethyl)-5,6,7,8-tetrahydro[1,2,4]triazolo[1,5-α]pyrazine), ClCOCC1=CC=CC=C1 (benzyl chloromethyl ether). Yields the product C(C)(C)(C)OC(=O)N1C(C=2N(CC1)N=C(N2)C(F)(F)F)COCC2=CC=CC=C2 (7-N-(tert-Butoxycarbonyl)-8-[(benzyloxy)methyl]-2-(trifluoromethyl)-5,6,7,8 tetrahydro[1,2,4]triazolo[1,5-α]pyrazine). As a reaction SMILES: [C:1]([O:5][C:6]([N:8]1[CH2:13][CH2:12][N:11]2[N:14]=[C:15]([C:17]([F:20])([F:19])[F:18])[N:16]=[C:10]2[CH2:9]1)=[O:7])([CH3:4])([CH3:3])[CH3:2].Cl[CH2:22][O:23][CH2:24][C:25]1[CH:30]=[CH:29][CH:28]=[CH:27][CH:26]=1>>[C:1]([O:5][C:6]([N:8]1[CH2:13][CH2:12][N:11]2[N:14]=[C:15]([C:17]([F:18])([F:19])[F:20])[N:16]=[C:10]2[CH:9]1[CH2:22][O:23][CH2:24][C:25]1[CH:30]=[CH:29][CH:28]=[CH:27][CH:26]=1)=[O:7])([CH3:4])([CH3:2])[CH3:3]. Procedure: The title compound was prepared from 2.06 g (7.06 mmol) of 7-N-(tert-butoxycarbonyl)-2-(trifluoromethyl)-5,6,7,8-tetrahydro[1,2,4]triazolo[1,5-α]pyrazine (Example 2, Step A) and benzyl chloromethyl ether essentially following the procedure outlined in Example 2, Step B. Purification by flash chromatography (silica gel, 5 to 10% ethyl acetate/hexane gradient) gave the title compound as a white foam. LC/MS 357 (M+1-tBu). Conditions: time 8 hour. RXN SMILES: Br[C:2]1[O:6][C:5]([C:7]([O:9][CH2:10][CH:11]2[CH2:16][CH2:15][CH2:14][CH2:13][CH2:12]2)=[O:8])=[CH:4][CH:3]=1.[C:17]([CH:19]1[CH2:24][CH2:23][CH2:22][CH2:21][CH2:20]1)#[CH:18]>CCN(CC)CC.[Cu]I>[CH:19]1([C:17]#[C:18][C:2]2[O:6][C:5]([C:7]([O:9][CH2:10][CH:11]3[CH2:16][CH2:15][CH2:14][CH2:13][CH2:12]3)=[O:8])=[CH:4][CH:3]=2)[CH2:24][CH2:23][CH2:22][CH2:21][CH2:20]1. Run in CCN(CC)CC (Et3N). Product: C1(CCCCC1)C#CC1=CC=C(O1)C(=O)OCC1CCCCC1 (cyclohexylmethyl 5-(cyclohexylethynyl)furan-2-carboxylate). The reactants are PdCl2(Ph3P)2, BrC1=CC=C(O1)C(=O)OCC1CCCCC1 (cyclohexylmethyl 5-bromofuran-2-carboxylate), C(#C)C1CCCCC1 (ethynylcyclohexane). The reagents and catalysts are [Cu]I (CuI). Procedure details: A mixture of cyclohexylmethyl 5-bromofuran-2-carboxylate (0.63 g, 2.19 mmol) and ethynylcyclohexane (0.32 g, 2.96 mmol) in Et3N (10 mL) was degassed by bubbling Ar. CuI (0.023 g, 0.119 mmol) and PdCl2(Ph3P)2 (0.0412 g, 0.0587 mmol) were added and the reaction mixture was degassed by alternating vac/Ar three 3 times. The reaction mixture was stirred at +70° C. under Ar overnight and concentrated under reduced pressure. The residue was partitioned between hexanes and aqueous NH4Cl (25%) and aqueou... Starting materials: CN1N=NN=C1SCC=1CS[C@H]2N(C1C(=O)O)C(C2N)=O (3-(1-methyl-1H-tetrazol-5-yl)thiomethyl-7-amino-3-cephem-4-carboxylic acid), CN(C1=CC=CC=C1)C (dimethylaniline), C(=O)NC=1SC=C(N1)C(C(=O)O)=O (2-(2-formylamino-1,3-thiazol-4-yl)glyoxylic acid), C(=O)N=C1SC=C(N1)C(C(=O)O)=O (2-(2-formylimino-2,3-dihydro-1,3-thiazol-4-yl)glyoxylic acid), C[Si](C)(C)Cl (trimethylsilyl chloride), S(=O)(Cl)Cl (thionyl chloride). Solvent: C(Cl)Cl (methylene chloride), C(C)N(CC)CC (triethylamine), O (water), CN(C=O)C (dimethylformamide), C(Cl)Cl (methylene chloride), C(Cl)Cl (methylene chloride). Procedure details: A suspension of 3-(1-methyl-1H-tetrazol-5-yl)thiomethyl-7-amino-3-cephem-4-carboxylic acid (1.46 g.), triethylamine (0.9292 g.) and dimethylaniline (0.713 g.) in methylene chloride (30 ml.) was stirred for 20 minutes at room temperature. To the mixture was added a solution of trimethylsilyl chloride (1.043 g.) in methylene chloride (10 ml.) over 5 minutes under ice-cooling, and the mixture was stirred for 2 hours at room temperature and then cooled to -25° C. On the other hand, a suspension of 2... Reaction conditions: time 20 minute. Product: CN1N=NN=C1SCC=1CS[C@H]2N(C1C(=O)O)C(C2NC(C(=O)C=2N=C(SC2)NC=O)=O)=O (3-(1-methyl-1H-tetrazol-5-yl)thiomethyl-7-[2-(2-formylamino-1,3-thiazol-4-yl)glyoxylamido]-3-cephem-4-carboxylic acid). Reaction SMILES: [CH3:1][N:2]1[C:6]([S:7][CH2:8][C:9]2[CH2:10][S:11][C@@H:12]3[CH:19]([NH2:20])[C:18](=[O:21])[N:13]3[C:14]=2[C:15]([OH:17])=[O:16])=[N:5][N:4]=[N:3]1.CN(C)C1C=CC=CC=1.C[Si](Cl)(C)C.[CH:36]([NH:38][C:39]1[S:40][CH:41]=[C:42]([C:44](=[O:48])[C:45](O)=[O:46])[N:43]=1)=[O:37].S(Cl)(Cl)=O>C(Cl)Cl.O.CN(C)C=O.C(N(CC)CC)C>[CH3:1][N:2]1[C:6]([S:7][CH2:8][C:9]2[CH2:10][S:11][C@@H:12]3[CH:19]([NH:20][C:45](=[O:46])[C:44]([C:42]4[N:43]=[C:39]([NH:38][CH:36]=[O:37])[S:40][CH:41]=4)=[O:48])[C:18](=[O:21])[N:13]3[C:14]=2[C:15]([OH:17])=[O:16])=[N:5][N:4]=[N:3]1. Reactants: N1CCC(CC1)NC(=O)C1=CNC2=C1N=CN=C2C2=C(C=C(C=C2)OC)OCC2CC2 (4-(2-cyclopropylmethoxy-4-methoxy-phenyl)-5H-pyrrolo[3,2-d]pyrimidine-7-carboxylic acid piperidin-4-ylamide), ClC(=O)COC(C)=O (acetic acid chlorocarbonyl-methyl ester). Product: OCC(=O)N1CCC(CC1)NC(=O)C1=CNC2=C1N=CN=C2C2=C(C=C(C=C2)OC)OCC2CC2 (4-(2-Cyclopropylmethoxy-4-methoxy-phenyl)-5H-pyrrolo[3,2-d]pyrimidine-7-carboxylic acid [1-(2-hydroxy-ethanoyl)-piperidin-4-yl]amide). As a reaction SMILES: [NH:1]1[CH2:6][CH2:5][CH:4]([NH:7][C:8]([C:10]2[C:14]3[N:15]=[CH:16][N:17]=[C:18]([C:19]4[CH:24]=[CH:23][C:22]([O:25][CH3:26])=[CH:21][C:20]=4[O:27][CH2:28][CH:29]4[CH2:31][CH2:30]4)[C:13]=3[NH:12][CH:11]=2)=[O:9])[CH2:3][CH2:2]1.Cl[C:33]([CH2:35][O:36]C(=O)C)=[O:34]>>[OH:36][CH2:35][C:33]([N:1]1[CH2:2][CH2:3][CH:4]([NH:7][C:8]([C:10]2[C:14]3[N:15]=[CH:16][N:17]=[C:18]([C:19]4[CH:24]=[CH:23][C:22]([O:25][CH3:26])=[CH:21][C:20]=4[O:27][CH2:28][CH:29]4[CH2:30][CH2:31]4)[C:13]=3[NH:12][CH:11]=2)=[O:9])[CH2:5][CH2:6]1)=[O:34]. Reported procedure: Starting from 4-(2-cyclopropylmethoxy-4-methoxy-phenyl)-5H-pyrrolo[3,2-d]pyrimidine-7-carboxylic acid piperidin-4-ylamide (example A152) and acetic acid chlorocarbonyl-methyl ester the title compound is obtained as colorless solid. The product is CCSCc1cccc2c(C(CCC#N)c3ccc(Cl)cc3C)c[nH]c12. Reactants: CCOC(C)=O, CCSCc1cccc2c(C(CCOS(C)(=O)=O)c3ccc(Cl)cc3C)c[nH]c12, N#C[K], CN(C)C=O, O. As a reaction SMILES: [CH3:34][CH2:35][O:36][C:37](=[O:38])[CH3:39].[CH3:4][S:5]([O:6][CH2:9][CH2:10][CH:11]([c:12]1[cH:13][nH:14][c:15]2[c:16]([CH2:21][S:22][CH2:23][CH3:24])[cH:17][cH:18][cH:19][c:20]12)[c:25]1[c:26]([CH3:32])[cH:27][c:28]([Cl:31])[cH:29][cH:30]1)(=[O:7])=[O:8].[K:1][C:2]#[N:3].[O:40]=[CH:41][N:42]([CH3:43])[CH3:44].[OH2:33]>>[C:2](#[N:3])[CH2:9][CH2:10][CH:11]([c:12]1[cH:13][nH:14][c:15]2[c:16]([CH2:21][S:22][CH2:23][CH3:24])[cH:17][cH:18][cH:19][c:20]12)[c:25]1[c:26]([CH3:32])[cH:27][c:28]([Cl:31])[cH:29][cH:30]1.